This data is from the Open Reaction Database (ORD), a public repository of structured organic reaction records. The task is: describe an organic reaction: reactants, conditions, products, and yield Starting materials: BrC1=NC(=CC=C1[N+](=O)[O-])Br (2,6-dibromo-3-nitro pyridine), [Na] (sodium), COC(C(C)(C)O)=O (2-Hydroxy-2-methyl-propionic acid methyl ester), [Na] (sodium). Run in O1CCOCC1 (1,4 dioxan), O1CCOCC1 (1,4-dioxan). Reaction conditions: temperature 50 celsius, time 4 hour. Yields the product COC(C(C)(C)OC1=NC(=CC=C1[N+](=O)[O-])Br)=O (2-(6-Bromo-3-nitro-pyridin-2-yloxy)-2-methyl-propionic acid methyl ester). Yield: 20.9%. As a reaction SMILES: [Na].[CH3:2][O:3][C:4](=[O:9])[C:5]([OH:8])([CH3:7])[CH3:6].Br[C:11]1[C:16]([N+:17]([O-:19])=[O:18])=[CH:15][CH:14]=[C:13]([Br:20])[N:12]=1>O1CCOCC1>[CH3:2][O:3][C:4](=[O:9])[C:5]([O:8][C:11]1[C:16]([N+:17]([O-:19])=[O:18])=[CH:15][CH:14]=[C:13]([Br:20])[N:12]=1)([CH3:7])[CH3:6] |^1:0|. Procedure details: 330 mg sodium were suspended in 10 ml 1,4-dioxan. Then 1.7 g 2-Hydroxy-2-methyl-propionic acid methyl ester were added dropwise. The mixture was stirred at 50° C. for thirty minutes and then at 70° C. for thirty minutes until all sodium was dissolved. This solution was then added dropwise to a solution of 2.7 g 2,6-dibromo-3-nitro pyridine in 5 ml 1,4 dioxan at 0° C. The cooling bathe was removed and the mixture stirred at room temperature overnight and then at 70° C. for four hours. The cooled ... The reactants are C1CNCCN1, C[Si](C)(C)N[Si](C)(C)C, ClC(Cl)Cl, O=C(O)C1CCCO1. Product: O=C(C1CCCO1)N1CCNCC1. Reaction SMILES: [CH2:9]1[CH2:10][NH:11][CH2:12][CH2:13][NH:14]1.[CH3:15][Si:16]([CH3:17])([CH3:18])[NH:19][Si:20]([CH3:21])([CH3:22])[CH3:23].[CH:24]([Cl:25])([Cl:26])[Cl:27].[O:1]1[CH:2]([C:6](=[O:7])[OH:8])[CH2:3][CH2:4][CH2:5]1>>[O:1]1[CH:2]([C:6](=[O:8])[N:11]2[CH2:10][CH2:9][NH:14][CH2:13][CH2:12]2)[CH2:3][CH2:4][CH2:5]1. The reactants are mercaptan, C(C)(=O)S[C@@H]1CN([C@@H](C1)CC1=C(N2C(S1)=CN=C2)C)C(=O)OCC=C ((3S,5S)-3-acetylthio-1-allyloxycarbonyl-5-(3-methylimidazo[5,1-b]thiazol-2-yl)methylpyrrolidine), mercaptan, C1(=CC=CC=C1)OP(=O)(OC1=CC=CC=C1)OC=1[C@@H]([C@H]2N(C1C(=O)OCC=C)C([C@@H]2[C@@H](C)O)=O)C (allyl(1R,5R,6S)-2-(diphenylphosphono)oxy-6-((1R)-1-hydroxyethyl)-1-methylcarbapen-2-em-3-carboxylate). Yields the product C(C=C)OC(=O)N1C[C@H](C[C@H]1CC1=C(N2C(S1)=CN=C2)C)SC=2[C@@H]([C@H]1N(C2C(=O)OCC=C)C([C@@H]1[C@@H](C)O)=O)C (Allyl(1R,5S,6S)-2-[(3S,5S)-1-allyloxycarbonyl-5-(3-methylimidazo[5,1-b]thiazol-2-yl)methylpyrrolidin-3-yl]thio-6-((1R)-1-hydroxyethyl)-1-methylcarbapen-2-em-3-carboxylate). Isolated yield 40.0%. As a reaction SMILES: C([S:4][C@H:5]1[CH2:9][C@@H:8]([CH2:10][C:11]2[S:15][C:14]3=[CH:16][N:17]=[CH:18][N:13]3[C:12]=2[CH3:19])[N:7]([C:20]([O:22][CH2:23][CH:24]=[CH2:25])=[O:21])[CH2:6]1)(=O)C.C1(OP(O[C:43]2[C@H:44]([CH3:60])[C@@H:45]3[C@@H:55]([C@H:56]([OH:58])[CH3:57])[C:54](=[O:59])[N:46]3[C:47]=2[C:48]([O:50][CH2:51][CH:52]=[CH2:53])=[O:49])(OC2C=CC=CC=2)=O)C=CC=CC=1>>[CH2:23]([O:22][C:20]([N:7]1[C@H:8]([CH2:10][C:11]2[S:15][C:14]3=[CH:16][N:17]=[CH:18][N:13]3[C:12]=2[CH3:19])[CH2:9][C@H:5]([S:4][C:43]2[C@H:44]([CH3:60])[C@@H:45]3[C@@H:55]([C@H:56]([OH:58])[CH3:57])[C:54](=[O:59])[N:46]3[C:47]=2[C:48]([O:50][CH2:51][CH:52]=[CH2:53])=[O:49])[CH2:6]1)=[O:21])[CH:24]=[CH2:25]. Reported procedure: The procedure of Example 23-a) is repeated to prepare 362.4 mg of a mercaptan compound as a yellow oil from 474.5 mg of (3S,5S)-3-acetylthio-1-allyloxycarbonyl-5-(3-methylimidazo[5,1-b]thiazol-2-yl)methylpyrrolidine described in Synthesis Example 10. Allyl(1R,5S,6S)-2-[(3S,5S)-1-allyloxycarbonyl-5-(3-methylimidazo[5,1-b]thiazol-2-yl)methylpyrrolidin-3-yl]thio-6-((1R)-1-hydroxyethyl)-1-methylcarbapen-2-em-3-carboxylate (255.4 mg) is prepared as a colorless amorphous material from this mercaptan c... Starting materials: NC1=CC=C(C=C1)C(O)C1=NC=CC=C1C ((4-aminophenyl)(3-methylpyridin-2-yl)methanol), C(CCC)OCCOC1=CC=C(C=C1)C=1C=CC2=C(C=C(CCN2C(C(F)(F)F)=O)C(=O)O)C1 (7-[4-(2-butoxyethoxy)phenyl]-1-trifluoroacetyl-2,3-dihydro-1H-1-benzazepine-4-carboxylic acid), ON1N=NC2=C1C=CC=C2 (1-hydroxybenzotriazole), Cl.C(C)N=C=NCCCN(C)C (1-ethyl-3-(3′-dimethylaminopropyl)carbodiimide hydrochloride). Reagents/catalysts: CN(C1=CC=NC=C1)C (4-dimethylaminopyridine). The solvent is O (water), CN(C)C=O (DMF), C(C)N(CC)CC (triethylamine), CN(C)C=O (DMF). Reaction conditions: time 1 hour. Product: C(CCC)OCCOC1=CC=C(C=C1)C=1C=CC2=C(C=C(CCN2C(C(F)(F)F)=O)C(=O)NC2=CC=C(C=C2)C(C2=NC=CC=C2C)O)C1 (7-[4-(2-butoxyethoxy)phenyl]-N-[4-[hydroxy(3-methylpyridin-2-yl)methyl]phenyl]-1-trifluoroacetyl-2,3-dihydro-1H-1-benzazepine-4-carboxamide). The yield is 45.2%. Reaction SMILES: [CH2:1]([O:5][CH2:6][CH2:7][O:8][C:9]1[CH:14]=[CH:13][C:12]([C:15]2[CH:16]=[CH:17][C:18]3[N:24]([C:25](=[O:30])[C:26]([F:29])([F:28])[F:27])[CH2:23][CH2:22][C:21]([C:31](O)=[O:32])=[CH:20][C:19]=3[CH:34]=2)=[CH:11][CH:10]=1)[CH2:2][CH2:3][CH3:4].ON1C2C=CC=CC=2N=N1.Cl.C(N=C=NCCCN(C)C)C.[NH2:57][C:58]1[CH:63]=[CH:62][C:61]([CH:64]([C:66]2[C:71]([CH3:72])=[CH:70][CH:69]=[CH:68][N:67]=2)[OH:65])=[CH:60][CH:59]=1>CN(C=O)C.CN(C)C1C=CN=CC=1.O.C(N(CC)CC)C>[CH2:1]([O:5][CH2:6][CH2:7][O:8][C:9]1[CH:10]=[CH:11][C:12]([C:15]2[CH:16]=[CH:17][C:18]3[N:24]([C:25](=[O:30])[C:26]([F:29])([F:27])[F:28])[CH2:23][CH2:22][C:21]([C:31]([NH:57][C:58]4[CH:63]=[CH:62][C:61]([CH:64]([OH:65])[C:66]5[C:71]([CH3:72])=[CH:70][CH:69]=[CH:68][N:67]=5)=[CH:60][CH:59]=4)=[O:32])=[CH:20][C:19]=3[CH:34]=2)=[CH:13][CH:14]=1)[CH2:2][CH2:3][CH3:4] |f:2.3|. Reported procedure: To a solution of 7-[4-(2-butoxyethoxy)phenyl]-1-trifluoroacetyl-2,3-dihydro-1H-1-benzazepine-4-carboxylic acid (0.5 g) and 1-hydroxybenzotriazole (0.28 g) in DMF (10 ml), was added 1-ethyl-3-(3′-dimethylaminopropyl)carbodiimide hydrochloride (0.40 g) at room temperature, and the mixture was stirred for 1 hour. To the reaction solution were added a solution of (4-aminophenyl)(3-methylpyridin-2-yl)methanol (0.27 g) and triethylamine (0.60 ml) in DMF (5 ml) and 4-dimethylaminopyridine (1 flake), an...